describe an organic reaction: reactants, conditions, products, and yield From a dataset of the Open Reaction Database (ORD), a public repository of structured organic reaction records. The reactants are ClC=1C=C(C=CC1)C(OCC(=O)NCC)[C@H]1CNCCC1 (2-((3-chlorophenyl)((R)-piperidin-3-yl)methoxy)-N-ethylacetamide), C1=CN(C=N1)C(=O)N2C=CN=C2 (CDI), CCN(C(C)C)C(C)C (DIEA), N[C@H](CN(C(OC(C)(C)C)=O)C)CC1CCCCC1 ((S)-tert-butyl 2-amino-3-cyclohexylpropyl(methyl)carbamate). Run in C(Cl)Cl (CH2Cl2). Reaction conditions: time 0.5 hour. Product: ClC=1C=C(C=CC1)C([C@H]1CN(CCC1)C(=O)N[C@H](CN(C(OC(C)(C)C)=O)C)CC1CCCCC1)OCC(=O)NCC (tert-butyl (2S)-2-((3R)-3-((3-chlorophenyl)(2-(ethylamino)-2-oxoethoxy)methyl)piperidine-1-carboxamido)-3-cyclohexylpropyl(methyl)carbamate). The yield is 76.6%. As a reaction SMILES: [NH2:1][C@@H:2]([CH2:13][CH:14]1[CH2:19][CH2:18][CH2:17][CH2:16][CH2:15]1)[CH2:3][N:4]([CH3:12])[C:5](=[O:11])[O:6][C:7]([CH3:10])([CH3:9])[CH3:8].C1N=CN([C:25]([N:27]2[CH:31]=N[CH:29]=[CH:28]2)=[O:26])C=1.CCN(C(C)C)C(C)C.[Cl:41][C:42]1[CH:43]=[C:44]([CH:48]([C@@H:56]2CCCN[CH2:57]2)[O:49][CH2:50][C:51]([NH:53][CH2:54][CH3:55])=[O:52])[CH:45]=[CH:46][CH:47]=1>C(Cl)Cl>[Cl:41][C:42]1[CH:43]=[C:44]([CH:48]([O:49][CH2:50][C:51]([NH:53][CH2:54][CH3:55])=[O:52])[C@@H:56]2[CH2:57][CH2:29][CH2:28][N:27]([C:25]([NH:1][C@@H:2]([CH2:13][CH:14]3[CH2:15][CH2:16][CH2:17][CH2:18][CH2:19]3)[CH2:3][N:4]([CH3:12])[C:5](=[O:11])[O:6][C:7]([CH3:9])([CH3:10])[CH3:8])=[O:26])[CH2:31]2)[CH:45]=[CH:46][CH:47]=1. Reported procedure: A solution of (S)-tert-butyl 2-amino-3-cyclohexylpropyl(methyl)carbamate (34.7 mg, 0.129 mmol) in CH2Cl2 (2 mL) was cooled in an ice-bath and CDI (25 mg, 1.2 mmol) and DIEA (83.2 mg, 0.11 mL, 0.645 mmol) were added. The mixture was stirred at rt for 0.5 h and 2-((3-chlorophenyl)((R)-piperidin-3-yl)methoxy)-N-ethylacetamide (40 mg, 0.129 mmol) was added. The reaction mixture was stirred overnight, washed with brine, dried over Na2SO4 and concentrated to give crude tert-butyl (2S)-2-((3R)-3-((3-ch... Reactants: CCOC(=O)NC(=O)CC(=O)NC(=O)OCC, Cl, CC(C)Oc1ccc(N)c(F)c1, O=N[O-], [Na+]. Product: CCOC(=O)NC(=O)CC(=O)NC(=O)OC(C)=NNc1ccc(OC(C)C)cc1F. Reaction SMILES: [C:13]([CH2:14][C:15](=[O:16])[NH:17][C:18](=[O:19])[O:20][CH2:21][CH3:22])(=[O:23])[NH:24][C:25](=[O:26])[O:27][CH2:28][CH3:29].[ClH:34].[F:1][c:2]1[c:3]([NH2:4])[cH:5][cH:6][c:7]([O:9][CH:10]([CH3:11])[CH3:12])[cH:8]1.[N:30]([O-:31])=[O:32].[Na+:33]>>[F:1][c:2]1[c:3]([NH:4][N:30]=[C:28]([O:27][C:25]([NH:24][C:13]([CH2:14][C:15](=[O:16])[NH:17][C:18](=[O:19])[O:20][CH2:21][CH3:22])=[O:23])=[O:26])[CH3:29])[cH:5][cH:6][c:7]([O:9][CH:10]([CH3:11])[CH3:12])[cH:8]1. The reactants are N1([C@H](C(=O)N[C@@H](CC(C)C)C(=O)NCC(=O)O)CCC1)C(=O)C (Ac-Pro-Leu-Gly-OH), SN[C@@H](CC(C)C)C(=O)N[C@@H](CC(C)C)C(=O)NCC(=O)OCC (HS-Leu-Leu-Gly-OC2H5), C(CCl)Cl (EDC). Solvent: CN(C=O)C (dimethylformamide). Reaction conditions: time 8 hour. Product: N1([C@H](C(=O)N[C@@H](CC(C)C)C(=O)NCC(=O)SN[C@@H](CC(C)C)C(=O)N[C@@H](CC(C)C)C(=O)NCC(=O)OCC)CCC1)C(=O)C (Ac-Pro-Leu-Gly-S-Leu-Leu-Gly-OC2H5). The yield is 70.1%. As a reaction SMILES: [N:1]1([C:21]([CH3:23])=[O:22])[CH2:20][CH2:19][CH2:18][C@H:2]1[C:3]([NH:5][C@H:6]([C:11]([NH:13][CH2:14][C:15]([OH:17])=O)=[O:12])[CH2:7][CH:8]([CH3:10])[CH3:9])=[O:4].[SH:24][NH:25][C@H:26]([C:31]([NH:33][C@H:34]([C:39]([NH:41][CH2:42][C:43]([O:45][CH2:46][CH3:47])=[O:44])=[O:40])[CH2:35][CH:36]([CH3:38])[CH3:37])=[O:32])[CH2:27][CH:28]([CH3:30])[CH3:29].C(Cl)CCl>CN(C)C=O>[N:1]1([C:21]([CH3:23])=[O:22])[CH2:20][CH2:19][CH2:18][C@H:2]1[C:3]([NH:5][C@H:6]([C:11]([NH:13][CH2:14][C:15]([S:24][NH:25][C@H:26]([C:31]([NH:33][C@H:34]([C:39]([NH:41][CH2:42][C:43]([O:45][CH2:46][CH3:47])=[O:44])=[O:40])[CH2:35][CH:36]([CH3:38])[CH3:37])=[O:32])[CH2:27][CH:28]([CH3:30])[CH3:29])=[O:17])=[O:12])[CH2:7][CH:8]([CH3:9])[CH3:10])=[O:4]. Reported procedure: To a solution of Ac-Pro-Leu-Gly-OH (0.7 g, 2.1 mmol), HS-Leu-Leu-Gly-OC2H5 (0.6 g, 1.7 mmol) and HBT (0.26 g, 1.7 mmol) in 15 ml dimethylformamide was added EDC (0.4 g, 2.1 mmol). The solution was stirred at room temperature overnight. The solvent was removed in vacuo and the residue partitioned between salt water and ethyl acetate. The ethyl acetate layer was washed consecutively with dilute sodium bicarbonate in salt (NaCl) water, dilute hydrochloric acid in salt water, salt water, 1.0 mM cupr... Reactants: CO, CCN(C(C)C)C(C)C, CC(C)(O)Cn1ccc(NC(=O)C(CC2CCCCC2)N2CC(Oc3c(F)cccc3F)=CC2=O)n1, Cl, CC(C)(O)Cn1ccc(NC(=O)C(N)CC2CCCCO2)n1. The product is CC(C)(O)Cn1ccc(NC(=O)C(CC2CCCCO2)N2CC(Oc3c(F)cccc3F)=CC2=O)n1. As a reaction SMILES: [CH3:69][OH:70].[CH:24]([N:25]([CH2:26][CH3:27])[CH:28]([CH3:29])[CH3:30])([CH3:31])[CH3:32].[CH:33]1([CH2:34][CH:35]([N:36]2[C:55](=[O:68])[CH:56]=[C:57]([O:59][c:60]3[c:61]([F:67])[cH:62][cH:63][cH:64][c:65]3[F:66])[CH2:58]2)[C:37]([NH:38][c:39]2[cH:40][cH:41][n:42]([CH2:43][C:44]([OH:45])([CH3:46])[CH3:47])[n:48]2)=[O:49])[CH2:50][CH2:51][CH2:52][CH2:53][CH2:54]1.[ClH:1].[NH2:2][CH:3]([C:4](=[O:5])[NH:6][c:7]1[n:8][n:9]([CH2:12][C:13]([CH3:14])([CH3:15])[OH:16])[cH:10][cH:11]1)[CH2:17][CH:18]1[O:19][CH2:20][CH2:21][CH2:22][CH2:23]1>>[N:2]1([CH:3]([C:4](=[O:5])[NH:6][c:7]2[n:8][n:9]([CH2:12][C:13]([CH3:14])([CH3:15])[OH:16])[cH:10][cH:11]2)[CH2:17][CH:18]2[O:19][CH2:20][CH2:21][CH2:22][CH2:23]2)[C:55](=[O:68])[CH:56]=[C:57]([O:59][c:60]2[c:61]([F:67])[cH:62][cH:63][cH:64][c:65]2[F:66])[CH2:58]1. Product: C(C)(=O)C1=C(C=CC=C1)NC(=O)CCCC(=O)O (4-(N-(2-acetylphenyl)carbamoyl)butanoic acid). Reaction SMILES: [NH2:1][C:2]1[CH:7]=[CH:6][CH:5]=[CH:4][C:3]=1[C:8](=[O:10])[CH3:9].[C:11]1(=[O:18])[O:17][C:15](=[O:16])[CH2:14][CH2:13][CH2:12]1>C1C=CC=CC=1>[C:8]([C:3]1[CH:4]=[CH:5][CH:6]=[CH:7][C:2]=1[NH:1][C:11]([CH2:12][CH2:13][CH2:14][C:15]([OH:17])=[O:16])=[O:18])(=[O:10])[CH3:9]. Reactants: NC1=C(C=CC=C1)C(C)=O (1-(2-aminophenyl)ethane-1-one), C1(CCCC(=O)O1)=O (glutaric anhydride). The solvent is C1=CC=CC=C1 (benzene). Procedure details: 1-(2-aminophenyl)ethane-1-one (4.00 g) and glutaric anhydride (4.10 g) were dissolved in benzene (30 ml) and the solution was heated to reflux for 3.5 hours, followed by concentration of the mixture. The residue was recrystallized from ethyl acetate to obtain 4.93 g of 4-(N-(2-acetylphenyl)carbamoyl)butanoic acid as colorless plate-like crystals. Yield: 66%. Isolated yield 66.8%. The reactants are NC=1C=NC2=C(C=CC=C2C1)Br (3-amino-8-bromoquinoline), ClC1=NC=C(C=C1)S(=O)(=O)Cl (2-chloro-5-pyridinesulfonyl chloride), crystals, CN(C=O)C (dimethylformamide), C[S-].[Na+] (sodium thiomethoxide). Solvent: [Cl-].[Na+].O (brine), N1=CC=CC=C1 (pyridine). Conditions: time 3 hour. Product: BrC=1C=CC=C2C=C(C=NC12)NS(=O)(=O)C=1C=CC(=NC1)SC (N-(8-Bromoquinolin-3-yl)-2-methylthio-5-pyridinesufonamide). The yield is 27.0%. RXN SMILES: [NH2:1][C:2]1[CH:3]=[N:4][C:5]2[C:10]([CH:11]=1)=[CH:9][CH:8]=[CH:7][C:6]=2[Br:12].Cl[C:14]1[CH:19]=[CH:18][C:17]([S:20](Cl)(=[O:22])=[O:21])=[CH:16][N:15]=1.CN(C)C=O.[CH3:29][S-:30].[Na+]>[Cl-].[Na+].O.N1C=CC=CC=1>[Br:12][C:6]1[CH:7]=[CH:8][CH:9]=[C:10]2[C:5]=1[N:4]=[CH:3][C:2]([NH:1][S:20]([C:17]1[CH:18]=[CH:19][C:14]([S:30][CH3:29])=[N:15][CH:16]=1)(=[O:22])=[O:21])=[CH:11]2 |f:3.4,5.6.7|. Reported procedure: White crystals (197 mg, 0.556 mmol) were obtained in the same manner as in Example 1, except using 100 mg (0.56 mmol) of 3-amino-8-bromoquinoline (Preparation Example 5) and 142 mg (0.67 mmol) of 2-chloro-5-pyridinesulfonyl chloride. To the crystals (60 mg, 0.17 mmol) were added dimethylformamide (1 ml), pyridine (1 ml) and sodium thiomethoxide (111 mg, 1.6 mmol), followed by stirring at room temperature for 3 hours. TO the reaction mixture was added brine, followed by extracting with ethyl acet...